Dataset: the Open Reaction Database (ORD), a public repository of structured organic reaction records. Task: describe an organic reaction: reactants, conditions, products, and yield The reactants are C=CCN1CC[C@]23C4=C5C=CC(=C4O[C@H]2C(=O)CC[C@]3([C@H]1C5)O)O.Cl (naloxone hydrochloride), Cl.CON (O-methylhydroxylamine hydrochloride), CO (MeOH), [OH-].[Na+] (NaOH). Solvent: O (water). Yields the product CC1[C@H]2[C@]34C=5C(=C(C=CC5C[C@H]([C@@]3(CC1=NO)O)N(CC4)CC=C)O)O2 (6-Methyloximino-17-allyl-4,5 α-epoxy-3, 14-dihydroxymorphinan). Reaction SMILES: [CH2:1]=[CH:2][CH2:3][N:4]1[C@@H:21]2[CH2:22][C:9]3[CH:10]=[CH:11][C:12]([OH:24])=[C:13]4[O:14][C@H:15]5[C:16]([CH2:18][CH2:19][C@:20]2([OH:23])[C@:7]5([C:8]=34)[CH2:6][CH2:5]1)=O.Cl.Cl.C[O:28][NH2:29].[OH-].[Na+].[CH3:32]O>O>[CH3:32][CH:16]1[C:18](=[N:29][OH:28])[CH2:19][C@:20]2([OH:23])[C@:7]34[CH2:6][CH2:5][N:4]([CH2:3][CH:2]=[CH2:1])[C@@H:21]2[CH2:22][C:9]2[CH:10]=[CH:11][C:12]([OH:24])=[C:13]([O:14][C@@H:15]13)[C:8]4=2 |f:0.1,2.3,4.5|. Procedure details: A solution of naloxone hydrochloride (1.09 g, 3 mmol) and O-methylhydroxylamine hydrochloride (0.33 g, 3.9 mmol) in 15 mL MeOH was stirred overnight. After the addition of 3.2 mL of 10% aqueous NaOH, the mixture was refluxed for 5 h. It was cooled, diluted with approx. 100 mL of water, and extracted with 150 mL CHCl3 (3×50 mL). The combined extracts were dried (MgSO4) and evaporated. The residue obtained was recrystallized from hexane-petroleum ether. Yield 0.8 g, (75%) mp 128°-129° C. IR (KBr):...